This data is from the Open Reaction Database (ORD), a public repository of structured organic reaction records. The task is: describe an organic reaction: reactants, conditions, products, and yield The reactants are COc1cccc(O)c1, FC(F)(F)c1ccc(-c2ccnc(Cl)c2)cc1, [H-], [Na+], CN(C)C=O. Yields the product COc1cccc(Oc2cc(-c3ccc(C(F)(F)F)cc3)ccn2)c1. Reaction SMILES: [CH3:18][O:19][c:20]1[cH:21][cH:22][cH:23][c:24]([OH:25])[cH:26]1.[Cl:1][c:2]1[n:3][cH:4][cH:5][c:6](-[c:8]2[cH:9][cH:10][c:11]([C:14]([F:15])([F:16])[F:17])[cH:12][cH:13]2)[cH:7]1.[H-:27].[Na+:28].[O:29]=[CH:30][N:31]([CH3:32])[CH3:33]>>[c:2]1([O:25][c:24]2[cH:23][cH:22][cH:21][c:20]([O:19][CH3:18])[cH:26]2)[n:3][cH:4][cH:5][c:6](-[c:8]2[cH:9][cH:10][c:11]([C:14]([F:15])([F:16])[F:17])[cH:12][cH:13]2)[cH:7]1.